The task is: describe an organic reaction: reactants, conditions, products, and yield. This data is from the Open Reaction Database (ORD), a public repository of structured organic reaction records. Starting materials: O=S(=O)(Cc1ccc(F)cc1)c1ccc(F)c(Cl)c1, CC(C(=O)O)c1cc(O)cc(C(F)(F)F)c1. Product: CC(C(=O)O)c1cc(Oc2ccc(S(=O)(=O)Cc3ccc(F)cc3)cc2Cl)cc(C(F)(F)F)c1. As a reaction SMILES: [Cl:17][c:18]1[c:19]([F:35])[cH:20][cH:21][c:22]([S:24](=[O:25])(=[O:26])[CH2:27][c:28]2[cH:29][cH:30][c:31]([F:34])[cH:32][cH:33]2)[cH:23]1.[OH:1][c:2]1[cH:3][c:4]([CH:12]([C:13](=[O:14])[OH:15])[CH3:16])[cH:5][c:6]([C:8]([F:9])([F:10])[F:11])[cH:7]1>>[O:1]([c:2]1[cH:3][c:4]([CH:12]([C:13](=[O:14])[OH:15])[CH3:16])[cH:5][c:6]([C:8]([F:9])([F:10])[F:11])[cH:7]1)[c:19]1[c:18]([Cl:17])[cH:23][c:22]([S:24](=[O:25])(=[O:26])[CH2:27][c:28]2[cH:29][cH:30][c:31]([F:34])[cH:32][cH:33]2)[cH:21][cH:20]1. Reactants: C(C)(=O)O[C@H]1[C@@H](O[C@@H]([C@H]([C@@H]1OC(C)=O)OC(C)=O)COC(C)=O)OC1=NNC(=C1CC1=CC=C(C=C1)OCCCO)C(C)C (3-(2,3,4,6-tetra-O-acetyl-β-D-glucopyranosyloxy)-4-{[4-(3-hydroxypropoxy)phenyl]-methyl}-5-isopropyl-1H-pyrazole), CC(C(=O)N)(C)NS(=O)(=O)C1=C(C=CC=C1)[N+](=O)[O-] (2-methyl-2-(2-nitrobenzenesulfonylamino)propionamide), [N+](=O)([O-])C1=C(C=CC=C1)S(=O)(=O)NCC(=O)N (2-(2-nitrobenzenesulfonylamino)acetoamide). Yields the product C(C)(=O)O[C@H]1[C@@H](O[C@@H]([C@H]([C@@H]1OC(C)=O)OC(C)=O)COC(C)=O)OC1=NNC(=C1CC1=CC=C(C=C1)OCCCNC(C)(C)C(N)=O)C(C)C (3-(2,3,4,6-Tetra-O-acetyl-β-D-glucopyranosyloxy)-4-[(4-{3-[1-carbamoyl-1-(methyl)ethylamino]propoxy}phenyl)methyl]-5-isopropyl-1H-pyrazole). RXN SMILES: [C:1]([O:4][C@@H:5]1[C@@H:10]([O:11][C:12](=[O:14])[CH3:13])[C@H:9]([O:15][C:16](=[O:18])[CH3:17])[C@@H:8]([CH2:19][O:20][C:21](=[O:23])[CH3:22])[O:7][C@H:6]1[O:24][C:25]1[C:29]([CH2:30][C:31]2[CH:36]=[CH:35][C:34]([O:37][CH2:38]CCO)=[CH:33][CH:32]=2)=[C:28]([CH:42]([CH3:44])[CH3:43])[NH:27][N:26]=1)(=[O:3])[CH3:2].[CH3:45][C:46]([NH:51]S(C1C=CC=CC=1[N+]([O-])=O)(=O)=O)([CH3:50])[C:47]([NH2:49])=[O:48].[N+]([C:67]1C=CC=C[C:68]=1S(NCC(N)=O)(=O)=O)([O-])=O>>[C:1]([O:4][C@@H:5]1[C@@H:10]([O:11][C:12](=[O:14])[CH3:13])[C@H:9]([O:15][C:16](=[O:18])[CH3:17])[C@@H:8]([CH2:19][O:20][C:21](=[O:23])[CH3:22])[O:7][C@H:6]1[O:24][C:25]1[C:29]([CH2:30][C:31]2[CH:36]=[CH:35][C:34]([O:37][CH2:38][CH2:67][CH2:68][NH:51][C:46]([C:47](=[O:48])[NH2:49])([CH3:45])[CH3:50])=[CH:33][CH:32]=2)=[C:28]([CH:42]([CH3:43])[CH3:44])[NH:27][N:26]=1)(=[O:3])[CH3:2]. Procedure details: The title compound was prepared in a similar manner to that described in Example 39 using 3-(2,3,4,6-tetra-O-acetyl-β-D-glucopyranosyloxy)-4-{[4-(3-hydroxypropoxy)phenyl]-methyl}-5-isopropyl-1H-pyrazole and 2-methyl-2-(2-nitrobenzenesulfonylamino)propionamide instead of 3-(2,3,4,6-tetra-O-acetyl-β-D-glucopyranosyloxy)-4-{[4-(3-hydroxypropoxy)-2-methylphenyl]methyl}-5-isopropyl-1H-pyrazole and 2-(2-nitrobenzenesulfonylamino)acetoamide, respectively. Product: FC1=C(CN2N=NC(=C2)C(=O)O)C(=CC=C1)F (1-(2,6-difluorobenzyl)-1H-1,2,3-triazole-4-carboxylic acid). Reagents/catalysts: [Br-].C(CCC)[N+](CCCC)(CCCC)CCCC (tetrabutylammonium bromide). Starting materials: [N-]=[N+]=[N-].[Na+] (NaN3), FC1=C(CCl)C(=CC=C1)F (2,6-difluorobenzyl chloride), C(C#C)(=O)O (propiolic acid), aqueous solution, [OH-].[Na+] (NaOH). Isolated yield 58.4%. Reaction conditions: temperature 22.5 celsius, time 14 hour. As a reaction SMILES: [N-:1]=[N+:2]=[N-:3].[Na+].[F:5][C:6]1[CH:13]=[CH:12][CH:11]=[C:10]([F:14])[C:7]=1[CH2:8]Cl.[C:15]([OH:19])(=[O:18])[C:16]#[CH:17].[OH-].[Na+]>[Br-].C([N+](CCCC)(CCCC)CCCC)CCC.C(OC(C)C)(=O)C.O>[F:5][C:6]1[CH:13]=[CH:12][CH:11]=[C:10]([F:14])[C:7]=1[CH2:8][N:1]1[CH:17]=[C:16]([C:15]([OH:19])=[O:18])[N:3]=[N:2]1 |f:0.1,4.5,6.7|. Run in C(C)(=O)OC(C)C (isopropyl acetate), O (water). Procedure: A suspension of 10.25 g (158 mmol) of NaN3, 2.5 g (7.76 mmol) of tetrabutylammonium bromide and 25 g (154 mmol) of 2,6-difluorobenzyl chloride in 50 mL of isopropyl acetate was left stirring at 20-25° C. during 14 h until showing completion by TLC. The resultant mixture was washed with 10% NaCl aqueous solution at 0° C. to remove unreacted NaN3 and the organic phase was stirred with a solution of 17.26 g (246 mmol) of propiolic acid in 50 mL of water at 50° C. during 8 h. After cooling to 20-25°...